Dataset: the Open Reaction Database (ORD), a public repository of structured organic reaction records. Task: describe an organic reaction: reactants, conditions, products, and yield Reactants: FC(C1=CC=C(C=C1)[C@H]1[C@H](NCC1)C(=O)OC)(F)F ((2S,3S)-methyl 3-(4-(trifluoromethyl)phenyl)pyrrolidine-2-carboxylate), B.C1CCOC1 (BH3-THF). The solvent is C1CCOC1 (THF). Conditions: temperature 0 celsius. Product: FC(C1=CC=C(C=C1)[C@H]1[C@H](NCC1)CO)(F)F (((2S,3S)-3-(4-(trifluoromethyl)phenyl)pyrrolidin-2-yl)methanol). The yield is 15.2%. Reaction SMILES: [F:1][C:2]([F:19])([F:18])[C:3]1[CH:8]=[CH:7][C:6]([C@@H:9]2[CH2:13][CH2:12][NH:11][C@@H:10]2[C:14](OC)=[O:15])=[CH:5][CH:4]=1.B.C1COCC1>C1COCC1>[F:18][C:2]([F:1])([F:19])[C:3]1[CH:4]=[CH:5][C:6]([C@@H:9]2[CH2:13][CH2:12][NH:11][C@@H:10]2[CH2:14][OH:15])=[CH:7][CH:8]=1 |f:1.2|. Procedure: To a stirred mixture of (2S,3S)-methyl 3-(4-(trifluoromethyl)phenyl)pyrrolidine-2-carboxylate (0.33 g, 1.21 mmol) in THF (5.0 mL) was added BH3-THF (12 mL, 12 mmol) at 0° C. The mixture was heated at reflux for 4 hours. The mixture was cooled to 0° C., the reaction carefully quenched with MeOH, and the mixture was evaporated in vacuo. The residue was diluted with saturated aqueous NaHCO3, water and extracted with EtOAc (3×50 mL). The combined organic layers were washed with brine, dried over Na2...